From a dataset of the Open Reaction Database (ORD), a public repository of structured organic reaction records. describe an organic reaction: reactants, conditions, products, and yield Reactants: CC(C)(CCC(C)(OOC(C)(C)C)C)OOC(C)(C)C (2,5-dimethyl-2,5di(tert.butylperoxy) hexane), C(C)(C)(C1=CC=CC=C1)OOC(C)(C)C1=CC=CC=C1 (dicumylperoxide), C(C)(C)(C)OOC(C)(C)C (di(tert.butyl) peroxide), CC(C)(C#CC(C)(OOC(C)(C)C)C)OOC(C)(C)C (2,5-dimethyl-2,5-di(tert.butylperoxy) hexine). The product is C(C)(C)(C)OOC(C)(C)C1=CC=CC=C1 (Tert.butylcumylperoxide). Reaction SMILES: CC(OOC(C)(C)C)(CCC(C)(OOC(C)(C)C)C)C.C(OOC(C)(C)C)(C)(C)C.CC(OOC(C)(C)C)(C#CC(C)(OOC(C)(C)C)C)C.[C:51]([O:60][O:61][C:62]([C:65]1[CH:70]=[CH:69][CH:68]=[CH:67][CH:66]=1)([CH3:64])[CH3:63])([C:54]1C=CC=CC=1)([CH3:53])[CH3:52]>>[C:51]([O:60][O:61][C:62]([C:65]1[CH:66]=[CH:67][CH:68]=[CH:69][CH:70]=1)([CH3:64])[CH3:63])([CH3:52])([CH3:53])[CH3:54]. Reported procedure: 2,5-dimethyl-2,5di(tert.butylperoxy) hexane (DHBP); di(tert.butyl) peroxide (DTBP); 2,5-dimethyl-2,5-di(tert.butylperoxy) hexine (DYBP); dicumylperoxide (DCUP). Reactants: CCOP(=O)(Cc1ccccc1Br)OCC, CC(C)(C)[O-], O=Cc1cc(Cl)ccc1O, Cl, [K+], C1CCOC1, O. Yields the product Oc1ccc(Cl)cc1C=Cc1ccccc1Br. Reaction SMILES: [CH2:11]([O:12][P:13](=[O:14])([O:15][CH2:16][CH3:17])[CH2:19][c:20]1[c:21]([Br:26])[cH:22][cH:23][cH:24][cH:25]1)[CH3:18].[CH3:27][C:28]([CH3:29])([O-:30])[CH3:31].[Cl:1][c:2]1[cH:3][cH:4][c:5]([OH:10])[c:6]([CH:7]=[O:8])[cH:9]1.[ClH:33].[K+:32].[O:34]1[CH2:35][CH2:36][CH2:37][CH2:38]1.[OH2:39]>>[Cl:1][c:2]1[cH:3][cH:4][c:5]([OH:10])[c:6]([CH:7]=[CH:19][c:20]2[c:21]([Br:26])[cH:22][cH:23][cH:24][cH:25]2)[cH:9]1. Starting materials: C(Cl)Cl.CC(=O)C (CH2Cl2 acetone), N1(C=CC=C1)C1=CC=C(CCC(=O)NC(C(=O)OCC)C(=O)OCC)C=C1 (diethyl 4-(1-pyrrolyl)benzylacetamidomalonate). Yields the product N1(C=CC=C1)C(=O)C1=CC=C(CCC(=O)NC(C(=O)OCC)C(=O)OCC)C=C1 (Diethyl 4-(1-pyrroyl)benzylacetamidomalonate). Reaction SMILES: C(Cl)Cl.[CH3:4][C:5]([CH3:7])=O.N1([C:13]2[CH:34]=[CH:33][C:16]([CH2:17][CH2:18][C:19]([NH:21][CH:22]([C:28]([O:30][CH2:31][CH3:32])=[O:29])[C:23]([O:25][CH2:26][CH3:27])=[O:24])=[O:20])=[CH:15][CH:14]=2)C=CC=C1>>[N:21]1([C:19]([C:13]2[CH:14]=[CH:15][C:16]([CH2:17][CH2:18][C:19]([NH:21][CH:22]([C:23]([O:25][CH2:26][CH3:27])=[O:24])[C:28]([O:30][CH2:31][CH3:32])=[O:29])=[O:20])=[CH:33][CH:34]=2)=[O:20])[CH:22]=[CH:7][CH:5]=[CH:4]1 |f:0.1|. Procedure: 4.6 g of diethyl 4-aminobenzylacetamidomalonate in 104 ml of acetic acid are placed in a three-necked flask which is maintained under nitrogen. 7.02 g of sodium acetate are added, followed by 1.87 ml of 2,5-dimethoxytetrahydrofuran. The mixture is heated at 65° C. for 1 h 15 min, then cooled down and extracted with 100 ml of dichloromethane and 100 ml of distilled water. The aqueous phase is separated off after settling and then washed with 3 times 100 ml of dichloromethane. The organic phases a...